This data is from the Open Reaction Database (ORD), a public repository of structured organic reaction records. The task is: describe an organic reaction: reactants, conditions, products, and yield Reactants: C(C1=CC=CC=C1)OC(=O)NC(C(=O)O)C(C)F (2-Benzyloxycarbonylamino-3-fluoro-butyric acid), C(CC)OC(=O)N1CCNCC1 (1-propoxycarbonylpiperazine), C(C)N1CCOCC1 (N-ethylmorpholine), [B-](F)(F)(F)F.CCOC(=O)C(=NOC(=[N+](C)C)N(C)C)C#N (TOTU). Run in C(C)(=O)OCC (ethyl acetate), CN(C)C=O (DMF). Run at time 12 hour. The product is C(CC)OC(=O)N1CCN(CC1)C(C(C(C)F)NC(=O)OCC1=CC=CC=C1)=O (4-(2-Benzyloxycarbonylamino-3-fluoro-butyryl)-piperazine-1-carboxylic acid propyl ester). RXN SMILES: [CH2:1]([O:8][C:9]([NH:11][CH:12]([CH:16]([F:18])[CH3:17])[C:13]([OH:15])=O)=[O:10])[C:2]1[CH:7]=[CH:6][CH:5]=[CH:4][CH:3]=1.[CH2:19]([O:22][C:23]([N:25]1[CH2:30][CH2:29][NH:28][CH2:27][CH2:26]1)=[O:24])[CH2:20][CH3:21].C(N1CCOCC1)C.[B-](F)(F)(F)F.CCOC(C(C#N)=NOC(N(C)C)=[N+](C)C)=O>CN(C=O)C.C(OCC)(=O)C>[CH2:19]([O:22][C:23]([N:25]1[CH2:30][CH2:29][N:28]([C:13](=[O:15])[CH:12]([NH:11][C:9]([O:8][CH2:1][C:2]2[CH:3]=[CH:4][CH:5]=[CH:6][CH:7]=2)=[O:10])[CH:16]([F:18])[CH3:17])[CH2:27][CH2:26]1)=[O:24])[CH2:20][CH3:21] |f:3.4|. Reported procedure: To a solution of 500 mg 2-Benzyloxycarbonylamino-3-fluoro-butyric acid in 3 ml DMF were added 310 mg 1-propoxycarbonylpiperazine, 0.50 ml N-ethylmorpholine and 643 mg TOTU. After stirring for 12 h it was diluted with ethyl acetate and extracted with aqueous LiCl (4% w/w), aqueous NaHCO3, 0.1 M HCl and brine. The organic layer was dried over MgSO4 and concentrated to furnish the crude coupling product which was used without further purification in the next step. Yield: 591 mg Yield: 71.9%. Reactants: IC1=CC=C(C=C1)NC1=NC=CC=N1 (N-(4-iodophenyl)pyrimidin-2-amine), Br.BrCC1=NC=CC=C1 (2-bromomethylpyridine hydrobromide), [H-].[Na+] (sodium hydride). Reaction SMILES: [I:1][C:2]1[CH:7]=[CH:6][C:5]([NH:8][C:9]2[N:14]=[CH:13][CH:12]=[CH:11][N:10]=2)=[CH:4][CH:3]=1.Br.Br[CH2:17][C:18]1[CH:23]=[CH:22][CH:21]=[CH:20][N:19]=1.[H-].[Na+]>>[I:1][C:2]1[CH:3]=[CH:4][C:5]([N:8]([CH2:17][C:18]2[CH:23]=[CH:22][CH:21]=[CH:20][N:19]=2)[C:9]2[N:10]=[CH:11][CH:12]=[CH:13][N:14]=2)=[CH:6][CH:7]=1 |f:1.2,3.4|. Reported procedure: In the same manner as in Reference Example 22, N-(4-iodophenyl)pyrimidin-2-amine (300 mg) and 2-bromomethylpyridine hydrobromide (307 mg) were reacted in the presence of sodium hydride to obtain N-(4-iodophenyl)-N-((pyridin-2-yl)methyl)pyrimidin-2-amine (282 mg). The product is IC1=CC=C(C=C1)N(C1=NC=CC=N1)CC1=NC=CC=C1 (N-(4-iodophenyl)-N-((pyridin-2-yl)methyl)pyrimidin-2-amine). The reactants are C(C)(C)N (isopropylamine), BrC1=C(C(=CC=C1)C#N)S(=O)(=O)Cl (2-bromo-6-cyano-benzenesulfonyl chloride), O (water). The solvent is O1CCCC1 (tetrahydrofuran). Run at time 16 hour. Product: BrC1=CC=CC=2C(N(S(C21)(=O)=O)C(C)C)=N (7-bromo-2-isopropyl-1,1-dioxo-1,2-dihydro-1λ6-benzo[d]isothiazol-3-ylideneamine). The yield is 61.1%. As a reaction SMILES: [CH:1]([NH2:4])([CH3:3])[CH3:2].[Br:5][C:6]1[CH:11]=[CH:10][CH:9]=[C:8]([C:12]#[N:13])[C:7]=1[S:14](Cl)(=[O:16])=[O:15].O>O1CCCC1>[Br:5][C:6]1[C:7]2[S:14](=[O:15])(=[O:16])[N:4]([CH:1]([CH3:3])[CH3:2])[C:12](=[NH:13])[C:8]=2[CH:9]=[CH:10][CH:11]=1. Procedure details: 70 mg of isopropylamine is added at ambient temperature to a solution of 150 mg 2-bromo-6-cyano-benzenesulfonyl chloride in 5 ml of tetrahydrofuran. After stirring for 16 h at ambient temperature the mixture is poured into water and extracted with ethylacetate. The organic layer is washed with water, dried over sodium sulfate, filtered and concentrated. Chromatography of the residue with cyclohexane—ethyl acetate (2:1) affords 99 mg of 7-bromo-2-isopropyl-1,1-dioxo-1,2-dihydro-1λ6-benzo[d]isothi... The reactants are C1(CC1)C(=O)Cl (cyclopropanecarbonyl chloride), NC1=C(C(=NS1)C(C)C)C#N (5-amino-4-cyano-3-isopropylisothiazole), DMAP. Product: C1(CC1)C(=O)NC1=C(C(=NS1)C(C)C)C#N (5-Cyclopropylcarbonylamino-3-isopropylisothiazole-4-carbonitrile). The solvent is C1(=CC=CC=C1)C (toluene), C1(=CC=CC=C1)C (toluene), N1=CC=CC=C1 (pyridine). Reaction SMILES: [CH:1]1([C:4](Cl)=[O:5])[CH2:3][CH2:2]1.[NH2:7][C:8]1[S:12][N:11]=[C:10]([CH:13]([CH3:15])[CH3:14])[C:9]=1[C:16]#[N:17]>C1(C)C=CC=CC=1.N1C=CC=CC=1>[CH:1]1([C:4]([NH:7][C:8]2[S:12][N:11]=[C:10]([CH:13]([CH3:15])[CH3:14])[C:9]=2[C:16]#[N:17])=[O:5])[CH2:3][CH2:2]1. Reported procedure: 12.5 g of cyclopropanecarbonyl chloride in 30 ml of toluene are added dropwise to a solution of 16.7 g of 5-amino-4-cyano-3-isopropylisothiazole and about 0.5 g of DMAP (N,N-dimethylaminopyridine) in 200 ml of toluene and 200 ml of pyridine. The solution is stirred for 16 hours at room temperature and then evaporated to dryness, and the residue is taken up in ethyl acetate. The organic phase is extracted with aqueous sodium bicarbonate solution and 10% strength hydrochloric acid and is dried and... Reaction conditions: time 16 hour. Yields the product C#Cc1cccc(NCCP(=O)(OCC)OCC)c1. As a reaction SMILES: [Br:10][CH2:11][CH2:12][P:13]([O:14][CH2:15][CH3:16])([O:17][CH2:18][CH3:19])=[O:20].[C:1](#[CH:2])[c:3]1[cH:4][c:5]([NH2:6])[cH:7][cH:8][cH:9]1.[C:21](=[O:22])([O-:23])[O-:24].[CH3:27][C:28]#[N:29].[K+:25].[K+:26]>>[C:1](#[CH:2])[c:3]1[cH:4][c:5]([NH:6][CH2:11][CH2:12][P:13]([O:14][CH2:15][CH3:16])([O:17][CH2:18][CH3:19])=[O:20])[cH:7][cH:8][cH:9]1. Reactants: CCOP(=O)(CCBr)OCC, C#Cc1cccc(N)c1, O=C([O-])[O-], CC#N, [K+], [K+]. Reactants: CC(C)(C)[Si](C)(C)Cl, CN(C)C=O, O=C(NC1CCC(O)CC1CO)OCc1ccccc1, c1c[nH]cn1. The product is CC(C)(C)[Si](C)(C)OCC1CC(O)CCC1NC(=O)OCc1ccccc1. RXN SMILES: [C:1]([CH3:2])([CH3:3])([CH3:4])[Si:5]([CH3:6])([CH3:7])[Cl:8].[O:34]=[CH:35][N:36]([CH3:37])[CH3:38].[OH:9][CH:10]1[CH2:11][CH:12]([CH2:27][OH:28])[CH:13]([NH:16][C:17]([O:18][CH2:19][c:20]2[cH:21][cH:22][cH:23][cH:24][cH:25]2)=[O:26])[CH2:14][CH2:15]1.[nH:29]1[cH:30][cH:31][n:32][cH:33]1>>[C:1]([CH3:2])([CH3:3])([CH3:4])[Si:5]([CH3:6])([CH3:7])[O:28][CH2:27][CH:12]1[CH2:11][CH:10]([OH:9])[CH2:15][CH2:14][CH:13]1[NH:16][C:17]([O:18][CH2:19][c:20]1[cH:21][cH:22][cH:23][cH:24][cH:25]1)=[O:26]. Starting materials: ClC=1C=C2C(CN(CC2=C(C1)Cl)C)C1=CC=C(C=C1)N (4-(6,8-dichloro-2-methyl-1,2,3,4-tetrahydroisoquinolin-4-yl)benzenamine), N[C@H](C(=O)OC)CC(=O)OC ((S)-dimethyl 2-aminosuccinate), ClC=1C=C2C(CN(CC2=C(C1)Cl)C)C1=CC=C(C=C1)N (4-(6,8-dichloro-2-methyl-1,2,3,4-tetrahydroisoquinolin-4-yl)benzenamine), C(OC(Cl)(Cl)Cl)(OC(Cl)(Cl)Cl)=O (bis(trichloromethyl) carbonate). Solvent: ClCCl (dichloromethane), C(C)N(CC)CC (triethylamine), C(C)N(CC)CC (triethylamine). Reaction conditions: temperature 2.5 celsius. Product: ClC=1C=C2C(CN(CC2=C(C1)Cl)C)C1=CC=C(C=C1)NC(N[C@H](C(=O)OC)CC(=O)OC)=O ((2S)-dimethyl 2-(3-(4-(6,8-dichloro-2-methyl-1,2,3,4-tetrahydroisoquinolin-4-yl)phenyl)ureido)succinate). RXN SMILES: [Cl:1][C:2]1[CH:3]=[C:4]2[C:9](=[C:10]([Cl:12])[CH:11]=1)[CH2:8][N:7]([CH3:13])[CH2:6][CH:5]2[C:14]1[CH:19]=[CH:18][C:17]([NH2:20])=[CH:16][CH:15]=1.[C:21](=O)(OC(Cl)(Cl)Cl)[O:22]C(Cl)(Cl)Cl.[NH2:33][C@@H:34]([CH2:39][C:40]([O:42][CH3:43])=[O:41])[C:35]([O:37][CH3:38])=[O:36]>ClCCl.C(N(CC)CC)C>[Cl:1][C:2]1[CH:3]=[C:4]2[C:9](=[C:10]([Cl:12])[CH:11]=1)[CH2:8][N:7]([CH3:13])[CH2:6][CH:5]2[C:14]1[CH:19]=[CH:18][C:17]([NH:20][C:21](=[O:22])[NH:33][C@@H:34]([CH2:39][C:40]([O:42][CH3:43])=[O:41])[C:35]([O:37][CH3:38])=[O:36])=[CH:16][CH:15]=1. Procedure: Into a 50-mL 3-necked round-bottom flask purged and maintained with an inert atmosphere of nitrogen, was placed a solution of 4-(6,8-dichloro-2-methyl-1,2,3,4-tetrahydroisoquinolin-4-yl)benzenamine (intermediate 30.7) (200 mg, 0.65 mmol, 1.00 equiv) in dichloromethane (10 mL), triethylamine (1.2 mL). This was followed by the addition of bis(trichloromethyl) carbonate (200 mg, 0.67 mmol, 1.03 equiv) slowly with stirring at 0-5° C. The resulting solution was stirred for 1 h at room temperature. To...